The task is: describe an organic reaction: reactants, conditions, products, and yield. This data is from the Open Reaction Database (ORD), a public repository of structured organic reaction records. Reactants: BrC1=C(C(=CC=C1)Cl)Cl (1-bromo-2,3-dichloro-benzene), C1(=CC=CC=C1)P(C1(C(=C2C=CC=CC2=CC1)C1=CC=CC2=CC=CC=C12)P(C1=CC=CC=C1)C1=CC=CC=C1)C1=CC=CC=C1 (BINAP), 2.3, C(C)(C)(C)OC(=O)N1C=CN=CC=C1 ([1,4]diazepine-1-carboxylic acid tert-butylester), sodium-tert-butoxyde. The reagents and catalysts are C=1C=CC(=CC1)/C=C/C(=O)/C=C/C2=CC=CC=C2.C=1C=CC(=CC1)/C=C/C(=O)/C=C/C2=CC=CC=C2.C=1C=CC(=CC1)/C=C/C(=O)/C=C/C2=CC=CC=C2.[Pd].[Pd] (tris(dibenzylideneacetone)dipalladium(0)). The solvent is C1(=CC=CC=C1)C (toluene). Yields the product hydrochloride salt, ClC1=C(C=CC=C1Cl)N1C=CN=CC=C1 (1-(2,3-dichlorophenyl)-[1,4]diazepine). Yield: 75.0%. As a reaction SMILES: Br[C:2]1[CH:7]=[CH:6][CH:5]=[C:4]([Cl:8])[C:3]=1[Cl:9].C(OC([N:17]1[CH:23]=[CH:22][CH:21]=[N:20][CH:19]=[CH:18]1)=O)(C)(C)C.C1(P(C2C=CC=CC=2)C2(P(C3C=CC=CC=3)C3C=CC=CC=3)CC=C3C(C=CC=C3)=C2C2C3C(=CC=CC=3)C=CC=2)C=CC=CC=1>C1(C)C=CC=CC=1.C1C=CC(/C=C/C(/C=C/C2C=CC=CC=2)=O)=CC=1.C1C=CC(/C=C/C(/C=C/C2C=CC=CC=2)=O)=CC=1.C1C=CC(/C=C/C(/C=C/C2C=CC=CC=2)=O)=CC=1.[Pd].[Pd]>[Cl:9][C:3]1[C:4]([Cl:8])=[CH:5][CH:6]=[CH:7][C:2]=1[N:20]1[CH:21]=[CH:22][CH:23]=[N:17][CH:18]=[CH:19]1 |f:4.5.6.7.8|. Procedure: 2.25 g (10 mmol) 1-bromo-2,3-dichloro-benzene was dissolved in dry toluene (50 ml), 2.3 (11 mmol) of [1,4]diazepine-1-carboxylic acid tert-butylester was added followed by 0.2 g BINAP (2,2-bis(diphenylphosphino)-1,1′-binaphtyl), 85 mg tris(dibenzylideneacetone)dipalladium(0) and 1.2 g (12 mmol) sodium-tert-butoxyde. The reaction mixture was refluxed for eight hours and filtered. The organic layer was washed with water, dried and evaporated in vacuo. The residue was purified by chromatography and...